This data is from the Open Reaction Database (ORD), a public repository of structured organic reaction records. The task is: describe an organic reaction: reactants, conditions, products, and yield The reactants are C(C)OC(=O)C=1N=C(N(C(C1OCC1=CC=CC=C1)=O)C)N1CCN(CC1)CCO (5-benzyloxy-2-[4-(2-hydroxy-ethyl)-piperazin-1-yl]-1-methyl-6-oxo-1,6-dihydro-pyrimidine-4-carboxylic acid ethyl ester). Reagents/catalysts: [Pd] (palladium on carbon). Solvent: CCOC(=O)C (EtOAc). Reaction conditions: time 10 hour. Yields the product C(C)OC(=O)C=1N=C(N(C(C1O)=O)C)N1CCN(CC1)CCO (5-Hydroxy-2-[4-(2-hydroxy-ethyl)-piperazin-1-yl]-1-methyl-6-oxo-1,6-dihydro-pyrimidine-4-carboxylic acid ethyl ester), solid. Isolated yield 30.0%. Reaction SMILES: [CH2:1]([O:3][C:4]([C:6]1[N:7]=[C:8]([N:22]2[CH2:27][CH2:26][N:25]([CH2:28][CH2:29][OH:30])[CH2:24][CH2:23]2)[N:9]([CH3:21])[C:10](=[O:20])[C:11]=1[O:12]CC1C=CC=CC=1)=[O:5])[CH3:2]>CCOC(C)=O.[Pd]>[CH2:1]([O:3][C:4]([C:6]1[N:7]=[C:8]([N:22]2[CH2:23][CH2:24][N:25]([CH2:28][CH2:29][OH:30])[CH2:26][CH2:27]2)[N:9]([CH3:21])[C:10](=[O:20])[C:11]=1[OH:12])=[O:5])[CH3:2]. Reported procedure: To a solution of 5-benzyloxy-2-[4-(2-hydroxy-ethyl)-piperazin-1-yl]-1-methyl-6-oxo-1,6-dihydro-pyrimidine-4-carboxylic acid ethyl ester (0.2058 g, 0.49 mmol) dissolved in EtOAc (20 mL) was added a small amount of palladium on carbon. The mixture was shaken under H2 at 40 psi for 10 hours, filtered over celite and concentrated to yield the title compound as a yellow waxy solid (0.0483 g, 30% yield). 1H NMR (500 MHz, MeOD) δ: 4.44 (2H, q, J=7.1 Hz), 3.75 (2H, t, J=5.9 Hz), 3.56 (3H, s), 3.22–3.21 ... Reactants: C(C)OC(C(C(=O)OCC)N=CN(C)C)=O (2-(Dimethylamino-methyleneamino)-malonic acid diethyl ester), NN (Hydrazine). Solvent: C(C)O (ethanol). Conditions: temperature 60 celsius. The product is C(C)OC(=O)C1NC=NNC1=O (6-Oxo-1,4,5,6-tetrahydro-[1,2,4]triazine-5-carboxylic acid ethyl ester). Yield: 44.9%. RXN SMILES: C(O[C:4](=[O:16])[CH:5]([N:11]=[CH:12][N:13](C)C)[C:6]([O:8][CH2:9][CH3:10])=[O:7])C.[NH2:17]N>C(O)C>[CH2:9]([O:8][C:6]([CH:5]1[C:4](=[O:16])[NH:17][N:13]=[CH:12][NH:11]1)=[O:7])[CH3:10]. Procedure: 2-(Dimethylamino-methyleneamino)-malonic acid diethyl ester (1 g, 4.34 mmol) was dissolved in ethanol (6.5 ml) and the mixture was heated to 60° C. Hydrazine (1M solution in THF, 5.5 ml, 5.52 mmol) was added dropwise during a period of 30 min and the mixture was heated to reflux for another 30 min. The reaction mixture was then cooled to 0° C. for 1 h and the precipitate that formed was filtered off. The filtrate was evaporated and ethyl acetate/methanol 4:1 (16 ml) was added to the oily residue... Reactants: C=C1C(C2CCC1CC2)=O (3-methylene-bicyclo[2.2.2]octan-2-one), C(C)(=O)OO (peracetic acid), O.O.O.C(C)(=O)[O-].[Na+] (sodium acetate trihydrate). Product: C=C1OC(C2CCC1CC2)=O (4-methylene-3-oxa-bicyclo[3.2.2]nonan-2-one). Yield: 93.9%. Reaction SMILES: [CH2:1]=[C:2]1[CH:7]2[CH2:8][CH2:9][CH:4]([CH2:5][CH2:6]2)[C:3]1=[O:10].C(OO)(=[O:13])C.O.O.O.C([O-])(=O)C.[Na+]>>[CH2:1]=[C:2]1[CH:7]2[CH2:6][CH2:5][CH:4]([CH2:9][CH2:8]2)[C:3](=[O:10])[O:13]1 |f:2.3.4.5.6|. Procedure details: Analogously to the procedure indicated in Example P1, 955 mg (7 mmol) of 3-methylene-bicyclo[2.2.2]octan-2-one is reacted with 1.64 g (8.4 mmol) of 32% peracetic acid in the presence of 286 mg (21 mmol) of sodium acetate trihydrate. 1 g of 4-methylene-3-oxa-bicyclo[3.2.2]nonan-2-one is isolated. After purification by column chromatography using 10% ethyl acetate in hexane, pure 4-methylene-3-oxabicyclo[3.2.2]nonan-2-one is obtained in the form of an oil. The reactants are [Li]CCCC (nBuLi), C(C)(C)NC(C)C (Diisopropylamine), C(C=O)(=O)OCC (Ethyl glyoxalate), C(CC(C)C)N1C(SCC1=O)C1=CC=CC=C1 (3-isopentyl-2-phenylthiazolidin-4-one), [Li+].CC(C)[N-]C(C)C (LDA), Cl (HCl). Run in C1CCOC1 (THF), C1CCOC1 (THF). Reaction conditions: time 16 hour. Yields the product C(CC(C)C)N1C(SC(C1=O)=CC(=O)OCC)C1=CC=CC=C1 (Ethyl 2-(3-isopentyl-4-oxo-2-phenylthiazolidin-5-ylidene)acetate). RXN SMILES: [CH2:1]([N:6]1[C:10](=[O:11])[CH2:9][S:8][CH:7]1[C:12]1[CH:17]=[CH:16][CH:15]=[CH:14][CH:13]=1)[CH2:2][CH:3]([CH3:5])[CH3:4].[Li+].CC([N-]C(C)C)C.[Li]CCCC.C(NC(C)C)(C)C.[C:38]([O:42][CH2:43][CH3:44])(=[O:41])[CH:39]=O.Cl>C1COCC1>[CH2:1]([N:6]1[C:10](=[O:11])[C:9](=[CH:39][C:38]([O:42][CH2:43][CH3:44])=[O:41])[S:8][CH:7]1[C:12]1[CH:17]=[CH:16][CH:15]=[CH:14][CH:13]=1)[CH2:2][CH:3]([CH3:5])[CH3:4] |f:1.2|. Procedure details: To a stirred solution of 3-isopentyl-2-phenylthiazolidin-4-one (0.25 g, 1 mmol) in THF was added LDA (1.1 ml of ˜1 M in THF; freshly prepared from nBuLi and Diisopropylamine) at −78° C. and the reaction mixture was allowed to warm to room temperature. Ethyl glyoxalate (0.24 ml of ˜50% w/v in toluene, 1.2 mmol) was added and the reaction mixture was stirred at room temperature for 16 hours. The reaction mixture was poured into 1 N HCl and extracted with EtOAc (3×). The organics were combined, was... Reactants: COC(CCCCSCCCC(F)(F)C(F)(F)F)OC, CO, [O-][I+3]([O-])([O-])[O-], [Na+], O. Yields the product COC(CCCCS(=O)CCCC(F)(F)C(F)(F)F)OC. RXN SMILES: [CH3:1][O:2][CH:3]([CH2:4][CH2:5][CH2:6][CH2:7][S:8][CH2:9][CH2:10][CH2:11][C:12]([C:13]([F:14])([F:15])[F:16])([F:17])[F:18])[O:19][CH3:20].[CH3:27][OH:28].[I+3:21]([O-:22])([O-:23])([O-:24])[O-:25].[Na+:26].[OH2:29]>>[CH3:1][O:2][CH:3]([CH2:4][CH2:5][CH2:6][CH2:7][S:8]([CH2:9][CH2:10][CH2:11][C:12]([C:13]([F:14])([F:15])[F:16])([F:17])[F:18])=[O:22])[O:19][CH3:20]. Starting materials: COC1=CC=C(C(=O)Cl)C=C1 (4-methoxy-benzoyl chloride), NC(C(=O)OC(C)(C)C)CNC1=NC=NC(=C1C)N1CCC(CC1)C1=NC=2NCCCC2C=C1 (tert-butyl 2-amino-3-{5-methyl-6-[4-(5,6,7,8-tetrahydro-[1,8]naphthyridin-2-yl)-piperidin-1-yl]-pyrimidin-4-ylamino}-propionate). Run in ClCCl (dichloromethane), ClCCl (dichloromethane), N1=CC=CC=C1 (pyridine). Run at time 1 hour. Yields the product CC=1C(=NC=NC1N1CCC(CC1)C1=NC=2NCCCC2C=C1)NCC(C(=O)OC(C)(C)C)C(C1=CC=C(C=C1)OC)=O (tert-butyl 3-[5-methyl-6-[4-(5,6,7,8-tetrahydro-(1,8)naphthyridin-2-yl)-piperidin-1-yl]-pyrimidin-4-ylamino]-2-(4-methoxy benzoyl)-propionate). The yield is 71.7%. RXN SMILES: [CH3:1][O:2][C:3]1[CH:11]=[CH:10][C:6]([C:7](Cl)=[O:8])=[CH:5][CH:4]=1.N[CH:13]([CH2:21][NH:22][C:23]1[C:28]([CH3:29])=[C:27]([N:30]2[CH2:35][CH2:34][CH:33]([C:36]3[CH:45]=[CH:44][C:43]4[CH2:42][CH2:41][CH2:40][NH:39][C:38]=4[N:37]=3)[CH2:32][CH2:31]2)[N:26]=[CH:25][N:24]=1)[C:14]([O:16][C:17]([CH3:20])([CH3:19])[CH3:18])=[O:15]>ClCCl.N1C=CC=CC=1>[CH3:29][C:28]1[C:23]([NH:22][CH2:21][CH:13]([C:7](=[O:8])[C:6]2[CH:10]=[CH:11][C:3]([O:2][CH3:1])=[CH:4][CH:5]=2)[C:14]([O:16][C:17]([CH3:20])([CH3:19])[CH3:18])=[O:15])=[N:24][CH:25]=[N:26][C:27]=1[N:30]1[CH2:35][CH2:34][CH:33]([C:36]2[CH:45]=[CH:44][C:43]3[CH2:42][CH2:41][CH2:40][NH:39][C:38]=3[N:37]=2)[CH2:32][CH2:31]1. Reported procedure: 40 mg (0.233 mmoles) of 4-methoxy-benzoyl chloride in solution in 3 ml of dichloromethane is added to a mixture of 109 mg (0.233 mmoles) of tert-butyl 2-amino-3-{5-methyl-6-[4-(5,6,7,8-tetrahydro-[1,8]naphthyridin-2-yl)-piperidin-1-yl]-pyrimidin-4-ylamino}-propionate in solution in 6 ml of dichloromethane and 650 ml of pyridine. The reaction mixture is stirred at ambient temperature for 1 hour. Then, the solvent is evaporated off under reduced pressure (2 kPa) and the residue is chromatographed ... Starting materials: C(C)(C)(C)O[C@H](C(=O)O)C1=C(C2=C(N=C(S2)N2CC(N(CC2)C(=O)OC(C)(C)C)C=2C=C3C=NN(C3=CC2)C)C=C1C)C1=CC=C(C=C1)Cl ((2S)-2-tert-butoxy-2-(2-(4-(tert-butoxycarbonyl)-3-(1-methyl-1H-indazol-5-yl)piperazin-1-yl)-7-(4-chlorophenyl)-5-methylbenzo[d]thiazol-6-yl)acetic acid), C(C)(C)(C)O[C@H](C(=O)OCC)C1=C(C2=C(N=C(S2)N2CC(N(CC2)C(C)C)C=2C=C3C=NN(C3=CC2)C)C=C1C)C1=CC=C(C=C1)Cl ((2S)-ethyl 2-tert-butoxy-2-(7-(4-chlorophenyl)-2-(4-isopropyl-3-(1-methyl-1H-indazol-5-yl)piperazin-1-yl)-5-methylbenzo[d]thiazol-6-yl)acetate). Yields the product C(C)(C)(C)O[C@H](C(=O)O)C1=C(C2=C(N=C(S2)N2CC(N(CC2)C(C)C)C=2C=C3C=NN(C3=CC2)C)C=C1C)C1=CC=C(C=C1)Cl ((2S)-2-tert-butoxy-2-(7-(4-chlorophenyl)-2-(4-isopropyl-3-(1-methyl-1H-indazol-5-yl)piperazin-1-yl)-5-methylbenzo[d]thiazol-6-yl)acetic acid). As a reaction SMILES: C(O[C@@H](C1C(C)=CC2N=C(N3CCN(C(OC(C)(C)C)=O)C(C4C=C5C(=CC=4)N(C)N=C5)C3)SC=2C=1C1C=CC(Cl)=CC=1)C(O)=O)(C)(C)C.[C:50]([O:54][C@@H:55]([C:61]1[C:88]([CH3:89])=[CH:87][C:64]2[N:65]=[C:66]([N:68]3[CH2:73][CH2:72][N:71]([CH:74]([CH3:76])[CH3:75])[CH:70]([C:77]4[CH:78]=[C:79]5[C:83](=[CH:84][CH:85]=4)[N:82]([CH3:86])[N:81]=[CH:80]5)[CH2:69]3)[S:67][C:63]=2[C:62]=1[C:90]1[CH:95]=[CH:94][C:93]([Cl:96])=[CH:92][CH:91]=1)[C:56]([O:58]CC)=[O:57])([CH3:53])([CH3:52])[CH3:51]>>[C:50]([O:54][C@@H:55]([C:61]1[C:88]([CH3:89])=[CH:87][C:64]2[N:65]=[C:66]([N:68]3[CH2:73][CH2:72][N:71]([CH:74]([CH3:75])[CH3:76])[CH:70]([C:77]4[CH:78]=[C:79]5[C:83](=[CH:84][CH:85]=4)[N:82]([CH3:86])[N:81]=[CH:80]5)[CH2:69]3)[S:67][C:63]=2[C:62]=1[C:90]1[CH:91]=[CH:92][C:93]([Cl:96])=[CH:94][CH:95]=1)[C:56]([OH:58])=[O:57])([CH3:52])([CH3:53])[CH3:51]. Procedure: (2S)-2-tert-butoxy-2-(7-(4-chlorophenyl)-2-(4-isopropyl-3-(1-methyl-1H-indazol-5-yl)piperazin-1-yl)-5-methylbenzo[d]thiazol-6-yl)acetic acid (3.7 mg) was prepared in a similar manner as compound (2S)-2-tert-butoxy-2-(2-(4-(tert-butoxycarbonyl)-3-(1-methyl-1H-indazol-5-yl)piperazin-1-yl)-7-(4-chlorophenyl)-5-methylbenzo[d]thiazol-6-yl)acetic acid except using (2S)-ethyl 2-tert-butoxy-2-(7-(4-chlorophenyl)-2-(4-isopropyl-3-(1-methyl-1H-indazol-5-yl)piperazin-1-yl)-5-methylbenzo[d]thiazol-6-yl)acet...